From a dataset of the Open Reaction Database (ORD), a public repository of structured organic reaction records. describe an organic reaction: reactants, conditions, products, and yield Starting materials: ClC1=C2CCN(C(C2=CC=C1Cl)=O)C1=CC=C(/C=C/[C@@H]2N(C(OC2)(C)C)C(=O)OC(C)(C)C)C=C1 ((S,E)-tert-butyl 4-(4-(5,6-dichloro-1-oxo-3,4-dihydroisoquinolin-2(1H)-yl)styryl)-2,2-dimethyloxazolidine-3-carboxylate). The reagents and catalysts are [Pt] (platinum on charcoal). Solvent: CO (methanol). Conditions: time 2 hour. The product is ClC1=C2CCN(C(C2=CC=C1Cl)=O)C1=CC=C(CC[C@@H]2N(C(OC2)(C)C)C(=O)OC(C)(C)C)C=C1 ((S)-tert-butyl 4-(4-(5,6-dichloro-1-oxo-3,4-dihydroisoquinolin-2(1H)-yl)phenethyl)-2,2-dimethyloxazolidine-3-carboxylate). Yield: 75.2%. RXN SMILES: [Cl:1][C:2]1[C:11]([Cl:12])=[CH:10][CH:9]=[C:8]2[C:3]=1[CH2:4][CH2:5][N:6]([C:14]1[CH:35]=[CH:34][C:17](/[CH:18]=[CH:19]/[C@H:20]3[CH2:24][O:23][C:22]([CH3:26])([CH3:25])[N:21]3[C:27]([O:29][C:30]([CH3:33])([CH3:32])[CH3:31])=[O:28])=[CH:16][CH:15]=1)[C:7]2=[O:13]>CO.[Pt]>[Cl:1][C:2]1[C:11]([Cl:12])=[CH:10][CH:9]=[C:8]2[C:3]=1[CH2:4][CH2:5][N:6]([C:14]1[CH:35]=[CH:34][C:17]([CH2:18][CH2:19][C@H:20]3[CH2:24][O:23][C:22]([CH3:26])([CH3:25])[N:21]3[C:27]([O:29][C:30]([CH3:33])([CH3:32])[CH3:31])=[O:28])=[CH:16][CH:15]=1)[C:7]2=[O:13]. Reported procedure: To a stirred suspension of (S,E)-tert-butyl 4-(4-(5,6-dichloro-1-oxo-3,4-dihydroisoquinolin-2(1H)-yl)styryl)-2,2-dimethyloxazolidine-3-carboxylate (220 mg) in methanol (8 ml) was added 10% platinum on charcoal (42 mg) and the mixture was then stirred under an atmosphere of hydrogen at room temperature for 2 hours. The mixture was then filtered through celite and the filtrate was concentrated in vacuo to afford (S)-tert-butyl 4-(4-(5,6-dichloro-1-oxo-3,4-dihydroisoquinolin-2(1H)-yl)phenethyl)-2,2... Starting materials: C(C)(C)(C)OC(N[C@H](C(=O)N1CCC(CC1)O)CC1=CC=C(C=C1)F)=O ([1 (S)-(4-fluorobenzyl)-2-(4-hydroxypiperidin-1-yl)-2-oxoethyl]carbamic acid tert-butyl ester), Cl (hydrochloric acid), O1CCOCC1 (dioxane). Run in CO (methanol). Conditions: time 6 hour. Yields the product Cl.N[C@H](C(=O)N1CCC(CC1)O)CC1=CC=C(C=C1)F (2-(S)-Amino-3-(4-fluorophenyl)-1-(4-hydroxypiperidin-1-yl)propan-1-one hydrochloride). RXN SMILES: C(OC(=O)[NH:7][C@@H:8]([CH2:18][C:19]1[CH:24]=[CH:23][C:22]([F:25])=[CH:21][CH:20]=1)[C:9]([N:11]1[CH2:16][CH2:15][CH:14]([OH:17])[CH2:13][CH2:12]1)=[O:10])(C)(C)C.[ClH:27].O1CCOCC1>CO>[ClH:27].[NH2:7][C@@H:8]([CH2:18][C:19]1[CH:20]=[CH:21][C:22]([F:25])=[CH:23][CH:24]=1)[C:9]([N:11]1[CH2:12][CH2:13][CH:14]([OH:17])[CH2:15][CH2:16]1)=[O:10] |f:4.5|. Procedure details: Route A: To a solution of [1 (S)-(4-fluorobenzyl)-2-(4-hydroxypiperidin-1-yl)-2-oxoethyl]carbamic acid tert-butyl ester (Preparation 19, 11.6 g, 31.7 mmol) in methanol (40 mL) was added hydrochloric acid in dioxane (24 mL, 4N, 95.0 mmol) and the reaction mixture stirred at rt for 6 h. The solvent was removed in vacuo and the residue was dissolved in water (100 mL) and extracted into ethyl acetate (2×50 mL). The aqueous phase was evaporated to dryness to give the title compound as a white solid. ... Starting materials: OCCCN1C(=CC2=CC=CC=C12)C=CC1=CSC=C1 (1-(3-hydroxypropyl)-2-[2-(thiophen-3-yl)vinyl]indole), N1=C(C=CC=C1C)C (2,6-lutidine), CN (methylamine), FC(S(=O)(=O)OS(=O)(=O)C(F)(F)F)(F)F (Trifluoromethanesulfonic anhydride). Run in C(Cl)Cl (methylene chloride). Run at temperature 0 celsius, time 3 hour. Yields the product CNCCCN1C(=CC2=CC=CC=C12)C=CC1=CSC=C1 (1-[3-(methylamino)propyl)-2-[2-(thiophen-3-yl)vinyl]indole). Isolated yield 67.0%. Reaction SMILES: O[CH2:2][CH2:3][CH2:4][N:5]1[C:13]2[C:8](=[CH:9][CH:10]=[CH:11][CH:12]=2)[CH:7]=[C:6]1[CH:14]=[CH:15][C:16]1[CH:20]=[CH:19][S:18][CH:17]=1.[N:21]1C(C)=CC=C[C:22]=1C.FC(F)(F)S(OS(C(F)(F)F)(=O)=O)(=O)=O.CN>C(Cl)Cl>[CH3:22][NH:21][CH2:2][CH2:3][CH2:4][N:5]1[C:13]2[C:8](=[CH:9][CH:10]=[CH:11][CH:12]=2)[CH:7]=[C:6]1[CH:14]=[CH:15][C:16]1[CH:20]=[CH:19][S:18][CH:17]=1. Procedure: A solution of 1-(3-hydroxypropyl)-2-[2-(thiophen-3-yl)vinyl]indole (121 mg) in 3 ml of methylene chloride was treated with 120 μl of 2,6-lutidine and cooled to 0° C. Trifluoromethanesulfonic anhydride (100 μl) was added, and after stirring for 30 minutes 5 ml of 40% aqueous methylamine was introduced, and the reaction mixture stirred at 25° C. for 3 hours. After stirring for a further 12 hours at 0° C., the reaction mixture was partitioned between methylene chloride and water, the organic layer ... The reactants are [OH-].[K+] (potassium hydroxide), C (charcoal), N1=CC=C(C=C1)C=1C=C(NCC)C=CC1 (3-(4-pyridyl)-N-ethylaniline), C(C)OC=C(C(=O)OCC)C(=O)OCC (diethyl ethoxymethylenemalonate), polyphosphoric acid. The solvent is O (water). Conditions: temperature 165 celsius, time 10 minute. Product: C(C)N1C=C(C(C2=CC=C(C=C12)C1=CC=NC=C1)=O)C(=O)O (1-ethyl-1,4-dihydro-4-oxo-7-(4-pyridyl)-3-quinolinecarboxylic acid). Isolated yield 29.3%. RXN SMILES: [N:1]1[CH:6]=[CH:5][C:4]([C:7]2[CH:8]=[C:9]([CH:13]=[CH:14][CH:15]=2)[NH:10][CH2:11][CH3:12])=[CH:3][CH:2]=1.C([O:18][CH:19]=[C:20]([C:26](OCC)=O)[C:21]([O:23]CC)=[O:22])C.[OH-].[K+].C>O>[CH2:11]([N:10]1[C:9]2[C:13](=[CH:14][CH:15]=[C:7]([C:4]3[CH:5]=[CH:6][N:1]=[CH:2][CH:3]=3)[CH:8]=2)[C:19](=[O:18])[C:20]([C:21]([OH:23])=[O:22])=[CH:26]1)[CH3:12] |f:2.3|. Reported procedure: A mixture of 100 mg of 3-(4-pyridyl)-N-ethylaniline (90% pure) and 108 mg of diethyl ethoxymethylenemalonate was heated at 165° C. for 0.5 hour. Then 2 g of polyphosphoric acid were added to the mixture, and heating was continued for another hour. A solution of 3 g of potassium hydroxide in 40 ml of water was then added to the reaction mixture, bringing it to a pH of 12-13; and the solution was heated on a steam bath for 30 minutes until it became clear. A pinch of activated charcoal was added, ... Starting materials: C1CCC2=NCCCN2CC1, COc1ccc(-n2nc(CC(c3cccc(C)c3)c3nnnn3CCC#N)cc2-c2ccc(Cl)c(Cl)c2)cc1, ClCCl. The product is COc1ccc(-n2nc(CC(c3cccc(C)c3)c3nnn[nH]3)cc2-c2ccc(Cl)c(Cl)c2)cc1. RXN SMILES: [CH2:40]1[CH2:41][CH2:42][C:43]2=[N:48][CH2:47][CH2:46][CH2:45][N:44]2[CH2:49][CH2:50]1.[Cl:1][c:2]1[cH:3][c:4](-[c:9]2[cH:10][c:11]([CH2:22][CH:23]([c:24]3[cH:25][c:26]([CH3:30])[cH:27][cH:28][cH:29]3)[c:31]3[n:32][n:33][n:34][n:35]3[CH2:36][CH2:37][C:38]#[N:39])[n:12][n:13]2-[c:14]2[cH:15][cH:16][c:17]([O:20][CH3:21])[cH:18][cH:19]2)[cH:5][cH:6][c:7]1[Cl:8].[Cl:51][CH2:52][Cl:53]>>[Cl:1][c:2]1[cH:3][c:4](-[c:9]2[cH:10][c:11]([CH2:22][CH:23]([c:24]3[cH:25][c:26]([CH3:30])[cH:27][cH:28][cH:29]3)[c:31]3[n:32][n:33][n:34][nH:35]3)[n:12][n:13]2-[c:14]2[cH:15][cH:16][c:17]([O:20][CH3:21])[cH:18][cH:19]2)[cH:5][cH:6][c:7]1[Cl:8]. The reactants are C(C)OC(=O)C=1OC2=C(C1C)C(=CC=C2)OCCCBr (4-(3-bromo-propoxy)-3-methyl-benzofuran-2-carboxylic acid ethyl ester), N1=CC(=CC=C1)CN (3-picolylamine). Run in C(C)O (ethanol), C(C)(=O)OCC (ethyl acetate). Run at temperature 50 celsius. Product: C(C)OC(=O)C=1OC2=C(C1C)C(=CC=C2)OCCCNCC=2C=NC=CC2 (3-methyl-4-{3-[(pyridin-3-ylmethyl)-amino]-propoxy}-benzofuran-2-carboxylic acid ethyl ester). Reaction SMILES: [CH2:1]([O:3][C:4]([C:6]1[O:7][C:8]2[CH:15]=[CH:14][CH:13]=[C:12]([O:16][CH2:17][CH2:18][CH2:19]Br)[C:9]=2[C:10]=1[CH3:11])=[O:5])[CH3:2].[N:21]1[CH:26]=[CH:25][CH:24]=[C:23]([CH2:27][NH2:28])[CH:22]=1>C(O)C.C(OCC)(=O)C>[CH2:1]([O:3][C:4]([C:6]1[O:7][C:8]2[CH:15]=[CH:14][CH:13]=[C:12]([O:16][CH2:17][CH2:18][CH2:19][NH:28][CH2:27][C:23]3[CH:22]=[N:21][CH:26]=[CH:25][CH:24]=3)[C:9]=2[C:10]=1[CH3:11])=[O:5])[CH3:2]. Procedure details: 4-(3-bromo-propoxy)-3-methyl-benzofuran-2-carboxylic acid ethyl ester (Example 5-a: 180 mg) and 3-picolylamine (500 μl) were dissolved in ethanol (2 ml) and heated at 50° C. for 16 hours. The reaction mixture was dissolved in ethyl acetate and washed with saturated ammonium chloride solution and water. The organic solvent was dried over anhydrous sodium sulfate and evaporated to dryness. The residue was purified by silica gel column chromatography (dichloromethane-MeOH) to afford 3-methyl-4-{3-[... The reactants are C12(CC3CC(CC(C1)C3)C2)CO (adamantan-1-ylmethanol), CC1([C@H]2CC[C@H]([C@@H]1C2)CO)C (((1S,2R,5S)-6,6-dimethylbicyclo[3.1.1]-heptan-2-yl)methanol), ClC=1C(=CC(=C(C(=O)NS(=O)(=O)C)C1)F)F (5-chloro-2,4-difluoro-N-(methylsulfonyl)benzamide), ClC=1C(=CC(=C(C(=O)NS(N(C)C)(=O)=O)C1)F)F (5-chloro-N—(N,N-dimethylsulfamoyl)-2,4-difluorobenzamide). The product is ClC=1C(=CC(=C(C(=O)NS(N(C)C)(=O)=O)C1)F)OC[C@H]1[C@H]2C([C@@H](CC1)C2)(C)C (5-chloro-4-(((1S,2R,5S)-6,6-dimethylbicyclo[3.1.1]heptan-2-yl)methoxy)-N—(N,N-dimethylsulfamoyl)-2-fluorobenzamide), solid. The yield is 29.0%. As a reaction SMILES: ClC1C(F)=CC(F)=C(C=1)C(NS(C)(=O)=O)=O.[Cl:17][C:18]1[C:19](F)=[CH:20][C:21]([F:33])=[C:22]([CH:32]=1)[C:23]([NH:25][S:26](=[O:31])(=[O:30])[N:27]([CH3:29])[CH3:28])=[O:24].C12(CO)CC3CC(CC(C3)C1)C2.[CH3:47][C:48]1([CH3:57])[C@H:53]2[CH2:54][C@@H:49]1[CH2:50][CH2:51][C@H:52]2[CH2:55][OH:56]>>[Cl:17][C:18]1[C:19]([O:56][CH2:55][C@@H:52]2[CH2:51][CH2:50][C@H:49]3[CH2:54][C@@H:53]2[C:48]3([CH3:57])[CH3:47])=[CH:20][C:21]([F:33])=[C:22]([CH:32]=1)[C:23]([NH:25][S:26](=[O:31])(=[O:30])[N:27]([CH3:29])[CH3:28])=[O:24]. Procedure: Following the procedure as described in Example 8 and making variations as required to replace 5-chloro-2,4-difluoro-N-(methylsulfonyl)benzamide with 5-chloro-N—(N,N-dimethylsulfamoyl)-2,4-difluorobenzamide and adamantan-1-ylmethanol with ((1S,2R,5S)-6,6-dimethylbicyclo[3.1.1]-heptan-2-yl)methanol, the title compound was obtained as a colorless solid (0.12 g, 29%): 1H NMR (300 MHz, DMSO-d6) δ 11.76 (s, 1H), 7.72 (d, J=6.1 Hz, 1H), 7.26 (d, J=13.2 Hz, 1H), 4.12-4.05 (m, 2H), 2.87 (s, 6H), 2.38-2....